This data is from the Open Reaction Database (ORD), a public repository of structured organic reaction records. The task is: describe an organic reaction: reactants, conditions, products, and yield Reactants: C(C)OC(CCCOC1=C(C(=CC=C1)CCCCCCOC1=CC(=CC(=C1)C1=CSC=C1)OCC1=CC=CC=C1)CCC(=O)OCC)=O (4-[3-[6-(3-benzyloxy-5-thiophen-3-yl-phenoxy)-hexyl]-2-(2-ethoxycarbonyl-ethyl)-phenoxy]-butyric acid ethyl ester), [OH-].[Na+] (sodium hydroxide). Product: C(C1=CC=CC=C1)OC=1C=C(OCCCCCCC=2C(=C(OCCCC(=O)O)C=CC2)CCC(=O)O)C=C(C1)C1=CSC=C1 (4-[3-[6-(3-benzyloxy-5-thiophen-3-yl-phenoxy)-hexyl]-2-(2-carboxy-ethyl)-phenoxy]-butyric acid). The yield is 87.1%. Reaction SMILES: C([O:3][C:4](=[O:48])[CH2:5][CH2:6][CH2:7][O:8][C:9]1[CH:14]=[CH:13][CH:12]=[C:11]([CH2:15][CH2:16][CH2:17][CH2:18][CH2:19][CH2:20][O:21][C:22]2[CH:27]=[C:26]([C:28]3[CH:32]=[CH:31][S:30][CH:29]=3)[CH:25]=[C:24]([O:33][CH2:34][C:35]3[CH:40]=[CH:39][CH:38]=[CH:37][CH:36]=3)[CH:23]=2)[C:10]=1[CH2:41][CH2:42][C:43]([O:45]CC)=[O:44])C.[OH-].[Na+]>>[CH2:34]([O:33][C:24]1[CH:23]=[C:22]([CH:27]=[C:26]([C:28]2[CH:32]=[CH:31][S:30][CH:29]=2)[CH:25]=1)[O:21][CH2:20][CH2:19][CH2:18][CH2:17][CH2:16][CH2:15][C:11]1[C:10]([CH2:41][CH2:42][C:43]([OH:45])=[O:44])=[C:9]([CH:14]=[CH:13][CH:12]=1)[O:8][CH2:7][CH2:6][CH2:5][C:4]([OH:48])=[O:3])[C:35]1[CH:36]=[CH:37][CH:38]=[CH:39][CH:40]=1 |f:1.2|. Reported procedure: A similar procedure as described in Example 43, step 5 was used, starting from 4-[3-[6-(3-benzyloxy-5-thiophen-3-yl-phenoxy)-hexyl]-2-(2-ethoxycarbonyl-ethyl)-phenoxy]-butyric acid ethyl ester (160 mg, 0.24 mmol) and 1.0 N aqueous sodium hydroxide (5 mL) to afford 4-[3-[6-(3-benzyloxy-5-thiophen-3-yl-phenoxy)-hexyl]-2-(2-carboxy-ethyl)-phenoxy]-butyric acid (129 mg, 88%) as a light brown waxy solid: ES(+)-HRMS m/e calcd for C36H40O7S (M+Na)+ 639.2387. found 639.2386. Reactants: C1COC2(CCN(CC2)C2=NC=NC(=C2)Cl)O1 (1-(6-chloropyrimidin-4-yl)-4-piperidone ethylene ketal). The solvent is CC(=O)C (acetone), Cl (HCl). Yields the product ClC1=CC(=NC=N1)N1CCC(CC1)=O (1-(6-chloropyrimidin-4-yl)-4-piperidone). The yield is 96.5%. As a reaction SMILES: C1O[C:4]2([CH2:9][CH2:8][N:7]([C:10]3[CH:15]=[C:14]([Cl:16])[N:13]=[CH:12][N:11]=3)[CH2:6][CH2:5]2)[O:3]C1>CC(C)=O.Cl>[Cl:16][C:14]1[N:13]=[CH:12][N:11]=[C:10]([N:7]2[CH2:6][CH2:5][C:4](=[O:3])[CH2:9][CH2:8]2)[CH:15]=1. Procedure details: A solution of 1-(6-chloropyrimidin-4-yl)-4-piperidone ethylene ketal (2 g, 7.83 mmol) in acetone (25 ml) and 1 N HCl (25 ml) was stirred for 18 hr. The acetone was removed in vacuo and the mixture made basic with saturated sodium carbonate. The mixture was extracted twice with ethyl acetate. The extracts were combined, dried with brine, and concentrated in vacuo to give 1-(6-chloropyrimidin-4-yl)-4-piperidone as a white powder (1.6 g, 96.6%, mp: 100-103° C.). Starting materials: B1(OO1)[O-].O.O.O.O.[Na+] (Sodium perborate tetrahydrate), ClC=1C=C(N)C=C(C1)F (3-Chloro-5-fluoroaniline), CC(C)(C)OC (TBME). Run in C(C)(=O)O (acetic acid), C(C)(=O)O (acetic acid). Reaction conditions: temperature 55 celsius, time 1 hour. Yields the product ClC1=CC(=CC(=C1)[N+](=O)[O-])F (1-Chloro-3-fluoro-5-nitro-benzene). Isolated yield 18.2%. As a reaction SMILES: B1([O-])OO1.[OH2:5].[OH2:6].O.O.[Na+].[Cl:10][C:11]1[CH:12]=[C:13]([CH:15]=[C:16]([F:18])[CH:17]=1)[NH2:14].CC(OC)(C)C>C(O)(=O)C>[Cl:10][C:11]1[CH:12]=[C:13]([N+:14]([O-:6])=[O:5])[CH:15]=[C:16]([F:18])[CH:17]=1 |f:0.1.2.3.4.5|. Reported procedure: Sodium perborate tetrahydrate (7.69 g, 50.0 mmol) was suspended in 30 mL of acetic acid, and this suspension was warmed to 55° C. 3-Chloro-5-fluoroaniline (1.46 g, 10 mmol) was dissolved in 20 mL of acetic acid and added within one hour. The reaction was stirred for 1 hour at 55° C. and then cooled to room temperature. 300 mL of TBME was added, and the reaction mixture was filtered. The organic layer was washed with brine, followed by 20 mL of aqueous Na2S2O3, followed by brine. The organic laye... Starting materials: [Si](OC)(OC)(OC)CCCNCCN ((CH3O)3Si(CH2)3NH(CH2)2NH2), [Si](OC)(OC)(OC)CCCCl ((CH3O)3Si(CH2)3Cl). Solvent: CO (CH3OH). Conditions: temperature 200 celsius. Product: CO[Si](OC)(OC)C(CCNCCN)[Si](OC)(OC)OC (Bis-trimethoxysilylpropylethylene diamine). RXN SMILES: [Si:1]([CH2:8][CH2:9][CH2:10][NH:11][CH2:12][CH2:13][NH2:14])([O:6][CH3:7])([O:4][CH3:5])[O:2][CH3:3].[Si:15](CCCCl)([O:20][CH3:21])([O:18][CH3:19])[O:16][CH3:17]>CO>[CH3:3][O:2][Si:1]([CH:8]([Si:15]([O:20][CH3:21])([O:18][CH3:19])[O:16][CH3:17])[CH2:9][CH2:10][NH:11][CH2:12][CH2:13][NH2:14])([O:4][CH3:5])[O:6][CH3:7]. Procedure: In a manner similar to that shown in examples 1 and 2 above, 44 gms. of (CH3O)3Si(CH2)3NH(CH2)2NH2 and 40 gms. of (CH3O)3Si(CH2)3Cl were mixed together and warmed to 140° C. whereupon the reaction exothermed to 200° C. The reaction mass was heated at 140° C. for about 2 hours and then cooled and diluted using 168 gms. of CH3OH. After removal of HCl as an ethylenediamine salt, the crude product was distilled to recover a center cut boiling at 160° C. at 0.5 mm Hg, d425 =1.048, ND25 =1.4462. The reactants are NC=1C=C2C(=CNC2=CC1)C1CCN(CC1)C (5-amino-3-(1-methyl-piperidin-4-yl)-1H-indole), ClC(=O)OC1CCCC1 (cyclopentyl chloroformate). The product is C1(CCCC1)OC(=O)NC=1C=C2C(=CNC2=CC1)C1CCN(CC1)C (5-(cyclopentyloxycarbonyl)amino-3-(1-methylpiperidin-4-yl)-1H-indole). The yield is 93.0%. Reaction SMILES: [NH2:1][C:2]1[CH:3]=[C:4]2[C:8](=[CH:9][CH:10]=1)[NH:7][CH:6]=[C:5]2[CH:11]1[CH2:16][CH2:15][N:14]([CH3:17])[CH2:13][CH2:12]1.Cl[C:19]([O:21][CH:22]1[CH2:26][CH2:25][CH2:24][CH2:23]1)=[O:20]>>[CH:22]1([O:21][C:19]([NH:1][C:2]2[CH:3]=[C:4]3[C:8](=[CH:9][CH:10]=2)[NH:7][CH:6]=[C:5]3[CH:11]2[CH2:16][CH2:15][N:14]([CH3:17])[CH2:13][CH2:12]2)=[O:20])[CH2:26][CH2:25][CH2:24][CH2:23]1. Reported procedure: Beginning with 13 mg (0.0567 mMol) 5-amino-3-(1-methyl-piperidin-4-yl)-1H-indole and 9.27 mg (0.062 mMol) cyclopentyl chloroformate, 18.1 mg (93% of the title compound were recovered. Starting materials: C1CCOC1, O=[N+]([O-])c1cccc2nc(N3CCOCC3)sc12. Product: Nc1cccc2nc(N3CCOCC3)sc12. Reaction SMILES: [O:19]1[CH2:20][CH2:21][CH2:22][CH2:23]1.[O:1]1[CH2:2][CH2:3][N:4]([c:7]2[s:8][c:9]3[c:10]([n:11]2)[cH:12][cH:13][cH:14][c:15]3[N+:16]([O-:17])=[O:18])[CH2:5][CH2:6]1>>[O:1]1[CH2:2][CH2:3][N:4]([c:7]2[s:8][c:9]3[c:10]([n:11]2)[cH:12][cH:13][cH:14][c:15]3[NH2:16])[CH2:5][CH2:6]1. The reactants are COC=1C=CC=2N=C3C=C4C(=CC3=C(C2C1)C(=O)OC)C=CC=C4 (methyl 2-methoxy-benz[b]acridine-12-carboxylate), [OH-].[Na+] (sodium hydroxide). Solvent: CO (methanol). Product: COC=1C=CC=2N=C3C=C4C(=CC3=C(C2C1)C(=O)O)C=CC=C4 (2-methoxy-benz[b]acridine-12-carboxylic acid). RXN SMILES: [CH3:1][O:2][C:3]1[CH:4]=[CH:5][C:6]2[N:7]=[C:8]3[C:13](=[C:14]([C:17]([O:19]C)=[O:18])[C:15]=2[CH:16]=1)[CH:12]=[C:11]1[CH:21]=[CH:22][CH:23]=[CH:24][C:10]1=[CH:9]3.[OH-].[Na+]>CO>[CH3:1][O:2][C:3]1[CH:4]=[CH:5][C:6]2[N:7]=[C:8]3[C:13](=[C:14]([C:17]([OH:19])=[O:18])[C:15]=2[CH:16]=1)[CH:12]=[C:11]1[CH:21]=[CH:22][CH:23]=[CH:24][C:10]1=[CH:9]3 |f:1.2|. Procedure details: treating methyl 2-methoxy-benz[b]acridine-12-carboxylate with sodium hydroxide in methanol and acidifying to produce 2-methoxy-benz[b]acridine-12-carboxylic acid; The reactants are ClC1=CC=2N(C(=N1)NCCNC1=NC=C(C#N)C=C1)N=CN2 (6-({2-[(7-Chloro[1,2,4]triazolo[1,5-c]pyrimidin-5-yl)amino]ethyl}amino)nicotinonitrile), FC(C1=CC=C(C=C1)B(O)O)(F)F ([4-(trifluoromethyl)phenyl]boronic acid), C([O-])([O-])=O.[Na+].[Na+] (sodium carbonate). Reagents/catalysts: C=1C=CC(=CC1)[P](C=2C=CC=CC2)(C=3C=CC=CC3)[Pd]([P](C=4C=CC=CC4)(C=5C=CC=CC5)C=6C=CC=CC6)([P](C=7C=CC=CC7)(C=8C=CC=CC8)C=9C=CC=CC9)[P](C=1C=CC=CC1)(C=1C=CC=CC1)C=1C=CC=CC1 (tetrakis(triphenylphosphine)palladium(0)). Run in O1CCOCC1 (dioxane). Reaction conditions: temperature 150 celsius. Product: FC(C1=CC=C(C=C1)C1=CC=2N(C(=N1)NCCNC1=NC=C(C#N)C=C1)N=CN2)(F)F (6-{[2-({7-[4-(Trifluoromethyl)phenyl][1,2,4]triazolo[1,5-c]pyrimidin-5-yl}amino)ethyl]amino}-nicotinonitrile). Reaction SMILES: Cl[C:2]1[N:7]=[C:6]([NH:8][CH2:9][CH2:10][NH:11][C:12]2[CH:19]=[CH:18][C:15]([C:16]#[N:17])=[CH:14][N:13]=2)[N:5]2[N:20]=[CH:21][N:22]=[C:4]2[CH:3]=1.[F:23][C:24]([F:35])([F:34])[C:25]1[CH:30]=[CH:29][C:28](B(O)O)=[CH:27][CH:26]=1.C(=O)([O-])[O-].[Na+].[Na+]>C1C=CC([P]([Pd]([P](C2C=CC=CC=2)(C2C=CC=CC=2)C2C=CC=CC=2)([P](C2C=CC=CC=2)(C2C=CC=CC=2)C2C=CC=CC=2)[P](C2C=CC=CC=2)(C2C=CC=CC=2)C2C=CC=CC=2)(C2C=CC=CC=2)C2C=CC=CC=2)=CC=1.O1CCOCC1>[F:23][C:24]([F:35])([F:34])[C:25]1[CH:30]=[CH:29][C:28]([C:2]2[N:7]=[C:6]([NH:8][CH2:9][CH2:10][NH:11][C:12]3[CH:19]=[CH:18][C:15]([C:16]#[N:17])=[CH:14][N:13]=3)[N:5]3[N:20]=[CH:21][N:22]=[C:4]3[CH:3]=2)=[CH:27][CH:26]=1 |f:2.3.4,^1:45,47,66,85|. Procedure: 50 mg (0.16 mmol) of 6-({2-[(7-chloro[1,2,4]triazolo[1,5-c]pyrimidin-5-yl)amino]ethyl}amino)-nicotinonitrile (Example 54A), 29.5 mg (0.16 mmol) of [4-(trifluoromethyl)phenyl]boronic acid and 18 mg (0.016 mmol) of tetrakis(triphenylphosphine)palladium(0) are introduced into a mixture of 3.3 ml of dioxane and 1.1 ml of saturated aqueous sodium carbonate solution under argon. The mixture is degassed with argon and then heated in a microwave at 150° C. for 30 min. Cooling is followed by filtration t...